Task: describe an organic reaction: reactants, conditions, products, and yield. Dataset: the Open Reaction Database (ORD), a public repository of structured organic reaction records Starting materials: C(C)(C)SC=1C(=NC=CC1)[C@@H]1N(CC[C@@H]1C(=O)OCC)C(=O)OC(C)(C)C (cis-1-tert-Butyl 3-ethyl 2-(3-(isopropylthio)pyridin-2-yl)pyrrolidine-1,3-dicarboxylate), OOS(=O)[O-].[K+] (Oxone), O (water). The solvent is CCO (EtOH), CCOC(=O)C (EtOAc). Conditions: time 18 hour. Product: C(C)(C)S(=O)(=O)C=1C(=NC=CC1)[C@@H]1N(CC[C@@H]1C(=O)OCC)C(=O)OC(C)(C)C (cis-1-tert-Butyl 3-ethyl 2-(3-(isopropylsulfonyl)pyridin-2-yl)pyrrolidine-1,3-dicarboxylate). The yield is 81.0%. Reaction SMILES: [CH:1]([S:4][C:5]1[C:6]([C@H:11]2[C@@H:15]([C:16]([O:18][CH2:19][CH3:20])=[O:17])[CH2:14][CH2:13][N:12]2[C:21]([O:23][C:24]([CH3:27])([CH3:26])[CH3:25])=[O:22])=[N:7][CH:8]=[CH:9][CH:10]=1)([CH3:3])[CH3:2].[OH:28]OS([O-])=O.[K+].[OH2:34]>CCO.CCOC(C)=O>[CH:1]([S:4]([C:5]1[C:6]([C@H:11]2[C@@H:15]([C:16]([O:18][CH2:19][CH3:20])=[O:17])[CH2:14][CH2:13][N:12]2[C:21]([O:23][C:24]([CH3:27])([CH3:25])[CH3:26])=[O:22])=[N:7][CH:8]=[CH:9][CH:10]=1)(=[O:28])=[O:34])([CH3:3])[CH3:2] |f:1.2|. Reported procedure: To 65E (0.45 g, 1.15 mmol) in EtOH (8 mL) at 0° C. was added Oxone® (0.99 g, 1.6 mmol, 1.4 eq.) in water (8 mL). The mixture was stirred from 0° C. to rt over 18 h. It was quenched with sat. NaHCO3 and Na2S2O3. The precipitate was removed by filtration and the filtrate was condensed, diluted with EtOAc and washed with brine. The organic layer was dried over Na2SO4. After removal of solvent, the crude was purified by silica column chromatography using gradient EtOAc in hexanes to give 65J (0.44 g... Starting materials: ClC1=CC=C(C=C1)N1N=NC(=C1N)C(=O)OC (methyl 1-(4-chlorophenyl)-5-amino-1H-1,2,3-triazole-4-carboxylate), ClCCCN(CC)CC (1-chloro-3-diethylamino-propane). The solvent is CN(C=O)C (dimethyl formamide). The product is Cl.C(C)N(CCCN1N=C(C(=N1)C(=O)OC)NC1=CC=C(C=C1)Cl)CC (Methyl 2-(3-diethylamino-propyl)-5-(4-chlorophenylamino)-2H-1,2,3-triazole-4-carboxylate hydrochloride). Yield: 27.3%. As a reaction SMILES: [Cl:1][C:2]1[CH:7]=[CH:6][C:5]([N:8]2[C:12]([NH2:13])=[C:11]([C:14]([O:16][CH3:17])=[O:15])[N:10]=[N:9]2)=[CH:4][CH:3]=1.Cl[CH2:19][CH2:20][CH2:21][N:22]([CH2:25][CH3:26])[CH2:23][CH3:24]>CN(C)C=O>[ClH:1].[CH2:23]([N:22]([CH2:25][CH3:26])[CH2:21][CH2:20][CH2:19][N:9]1[N:10]=[C:11]([C:14]([O:16][CH3:17])=[O:15])[C:12]([NH:8][C:5]2[CH:6]=[CH:7][C:2]([Cl:1])=[CH:3][CH:4]=2)=[N:13]1)[CH3:24] |f:3.4|. Procedure: A mixture consisting of 5.1 gm (0.02 mol) of methyl 1-(4-chlorophenyl)-5-amino-1H-1,2,3-triazole-4-carboxylate, 100 ml of absolute dimethyl formamide and 7.5 gm (0.05 mol) of 1-chloro-3-diethylamino-propane was reacted analogous to Example 1, the reaction mixture was evaporated in vacuo, the residue was dissolved in 2N hydrochloric acid, and the solution was fractionally extracted with ether at stepwisely increasing pH values. After evaporation of the ether phases which were shown to be identica... The reactants are O[C@@H]1C(NCCC1)=O ((S)-(-)-3-hydroxy-2-piperidone), O (H2O), C(C)(=O)OC(C)=O (acetic anhydride). Solvent: N1=CC=CC=C1 (pyridine). Reaction conditions: time 8 hour. Product: C(C)(=O)O[C@@H]1C(NCCC1)=O ((S)-(-)-3-acetoxy-2-piperidone). The yield is 89.0%. Reaction SMILES: [OH:1][C@H:2]1[CH2:7][CH2:6][CH2:5][NH:4][C:3]1=[O:8].O.[C:10](OC(=O)C)(=[O:12])[CH3:11]>N1C=CC=CC=1>[C:10]([O:1][C@H:2]1[CH2:7][CH2:6][CH2:5][NH:4][C:3]1=[O:8])(=[O:12])[CH3:11]. Reported procedure: To a solution of 460 mg of (S)-(-)-3-hydroxy-2-piperidone [A. Hunter, Biochemical Journal, 35, 1298 (1941); mp. 170°-171° C., [α]D26 =-3.0°±0.1° (c=7.027, H2O)] in 6 ml of pyridine is added 2 ml of acetic anhydride, and the mixture is allowed to stand at room temperature overnight and concentrated under reduced pressure. The residue is crystallized from ether and then recrystallized from ether to give 560 mg of (S)-(-)-3-acetoxy-2-piperidone as pillar crystals in 89% yield. Reaction SMILES: [F:1][C:2]1[CH:7]=[CH:6][C:5]([N:8]=[C:9]=[O:10])=[CH:4][CH:3]=1.[F:11][C:12]([F:32])([F:31])[O:13][C:14]1[CH:19]=[CH:18][C:17]([S:20]([N:23]2[CH2:28][CH2:27][CH:26]([O:29][NH2:30])[CH2:25][CH2:24]2)(=[O:22])=[O:21])=[CH:16][CH:15]=1.N1C=CC=CC=1>C(Cl)Cl>[F:1][C:2]1[CH:7]=[CH:6][C:5]([NH:8][C:9]([NH:30][O:29][CH:26]2[CH2:25][CH2:24][N:23]([S:20]([C:17]3[CH:16]=[CH:15][C:14]([O:13][C:12]([F:32])([F:11])[F:31])=[CH:19][CH:18]=3)(=[O:21])=[O:22])[CH2:28][CH2:27]2)=[O:10])=[CH:4][CH:3]=1. The reactants are FC1=CC=C(C=C1)N=C=O (1-Fluoro-4-isocyanatobenzene), FC(OC1=CC=C(C=C1)S(=O)(=O)N1CCC(CC1)ON)(F)F (O-(1-(4-(trifluoromethoxy)phenylsulfonyl)piperidin-4-yl) hydroxylamine), N1=CC=CC=C1 (pyridine). Procedure details: 1-Fluoro-4-isocyanatobenzene (96 mg, 0.70 mmol) was added to a solution of O-(1-(4-(trifluoromethoxy)phenylsulfonyl)piperidin-4-yl) hydroxylamine (238 mg, 0.70 mmol) and pyridine (111 mg, 2.1 mmol) in CH2Cl2 (6 ml), and the whole was stirred at room temperature for 17 hours. The resulting precipitation was collected, washed with aqueous 1 N HCl solution (10 ml×3), aqueous NaHCO3 solution (10 ml×3), diethyl ether (10 ml×2) to give 1-(4-fluorophenyl)-3-(1-(4-(trifluoromethoxy)phenylsulfonyl)piperi... Yields the product FC1=CC=C(C=C1)NC(=O)NOC1CCN(CC1)S(=O)(=O)C1=CC=C(C=C1)OC(F)(F)F (1-(4-fluorophenyl)-3-(1-(4-(trifluoromethoxy)phenylsulfonyl)piperidin-4-yloxy)urea). Reaction conditions: time 17 hour. Isolated yield 32.9%. The solvent is C(Cl)Cl (CH2Cl2). The reactants are ClC(Cl)Cl, Cn1nc(C(F)F)c(CSC2=NOC(C)(C)C2)c1Cl, O=C(OO)c1cccc(Cl)c1, O. The product is Cn1nc(C(F)F)c(CS(=O)(=O)C2=NOC(C)(C)C2)c1Cl. Reaction SMILES: [CH:32]([Cl:33])([Cl:34])[Cl:35].[Cl:12][c:13]1[c:14]([CH2:22][S:23][C:24]2=[N:25][O:26][C:27]([CH3:29])([CH3:30])[CH2:28]2)[c:15]([CH:19]([F:20])[F:21])[n:16][n:17]1[CH3:18].[Cl:1][c:2]1[cH:3][cH:4][cH:5][c:6]([C:7]([O:8][OH:10])=[O:9])[cH:11]1.[OH2:31]>>[O:9]=[S:23]([CH2:22][c:14]1[c:13]([Cl:12])[n:17]([CH3:18])[n:16][c:15]1[CH:19]([F:20])[F:21])([C:24]1=[N:25][O:26][C:27]([CH3:29])([CH3:30])[CH2:28]1)=[O:31].